This data is from the Open Reaction Database (ORD), a public repository of structured organic reaction records. The task is: describe an organic reaction: reactants, conditions, products, and yield Product: CC1=C(C(N(CO1)C(C(=O)OCC)(C)C)=O)C=1SC=CC1 (ethyl [2,3-dihydro-6-methyl-4-oxo-5-(2-thienyl)-4H-1,3-oxazine-3-yl]-2-methylpropanoate). Procedure: A mixture of ethyl 2-(2,3-dihydro-5-iodo-6-methyl-4-oxo-4H-1,3-oxazin-3-yl)-2-methylpropanoate (30.0 g), 2-(tributylstannyl)thiophene (33.5 ml), palladium bis-triphenylphosphine chloride (3.08 g) and lithium chloride (20.5 g) in tetrahydrofuran was heated at 50° C. for 24 hours. Further 2-(tributylstannyl)thiophene (2.8 ml) was added and the mixture heated for a further 18 hours. Palladium bis-triphenylphosphine chloride (0.62 g) was added and heating continued for 18 hours. The mixture was pour... Conditions: temperature 50 celsius, time 18 hour. Reactants: IC=1C(N(COC1C)C(C(=O)OCC)(C)C)=O (ethyl 2-(2,3-dihydro-5-iodo-6-methyl-4-oxo-4H-1,3-oxazin-3-yl)-2-methylpropanoate), C(CCC)[Sn](C=1SC=CC1)(CCCC)CCCC (2-(tributylstannyl)thiophene), palladium bis-triphenylphosphine chloride, [Cl-].[Li+] (lithium chloride), O (water), C(CCC)[Sn](C=1SC=CC1)(CCCC)CCCC (2-(tributylstannyl)thiophene), Palladium bis-triphenylphosphine chloride. The solvent is O1CCCC1 (tetrahydrofuran). Reaction SMILES: I[C:2]1[C:3](=[O:17])[N:4]([C:9]([CH3:16])([CH3:15])[C:10]([O:12][CH2:13][CH3:14])=[O:11])[CH2:5][O:6][C:7]=1[CH3:8].C([Sn](CCCC)(CCCC)[C:23]1[S:24][CH:25]=[CH:26][CH:27]=1)CCC.[Cl-].[Li+].O>O1CCCC1>[CH3:8][C:7]1[O:6][CH2:5][N:4]([C:9]([CH3:16])([CH3:15])[C:10]([O:12][CH2:13][CH3:14])=[O:11])[C:3](=[O:17])[C:2]=1[C:23]1[S:24][CH:25]=[CH:26][CH:27]=1 |f:2.3|. The reactants are C([O-])(O)=O.[Na+] (sodium bicarbonate), S(=S)(=O)([O-])[O-].[Na+].[Na+] (sodium thiosulfate), FCC(C#N)(CCCOCC1=CC=CC=C1)N1C(C=2C(C1=O)=CC=CC2)=O (2-Fluoromethyl-2-phthalimido-5-benzyloxypentanenitrile), TMS Cl, C([O-])(O)=O.[Na+] (sodium bicarbonate), S(=S)(=O)([O-])[O-].[Na+].[Na+] (sodium thiosulfate), [Na+].[I-] (NaI), [Na+].[I-] (NaI). Run in CC#N (CH3CN), O (water), O (water), CC#N (CH3CN), CC#N (CH3CN). Conditions: temperature 0 celsius, time 30 minute. Product: FCC(C#N)(CCCI)N1C(C=2C(C1=O)=CC=CC2)=O (2-fluoromethyl-2-phthalimido-5-iodopentanenitrile). Isolated yield 83.5%. RXN SMILES: [Na+].[I-:2].[F:3][CH2:4][C:5]([N:19]1[C:23](=[O:24])[C:22]2=[CH:25][CH:26]=[CH:27][CH:28]=[C:21]2[C:20]1=[O:29])([CH2:8][CH2:9][CH2:10]OCC1C=CC=CC=1)[C:6]#[N:7].C(=O)(O)[O-].[Na+].S([O-])([O-])(=O)=S.[Na+].[Na+]>CC#N.O>[F:3][CH2:4][C:5]([N:19]1[C:23](=[O:24])[C:22]2=[CH:25][CH:26]=[CH:27][CH:28]=[C:21]2[C:20]1=[O:29])([CH2:8][CH2:9][CH2:10][I:2])[C:6]#[N:7] |f:0.1,3.4,5.6.7|. Reported procedure: Chlorotrimethylsilyl (22 g) is added dropwise over 20 minutes to a suspension of NaI (30 g) in CH3CN (300 ml) cooled to 0° C. Stirring is continued for 30 minutes at room temperature. 2-Fluoromethyl-2-phthalimido-5-benzyloxypentanenitrile (25 g) in CH3CN (50 ml) is added, and the mixture is stirred overnight at room temperature. This mixture is then poured into cold water containing sodium bicarbonate and sodium thiosulfate, and extracted with diethyl ether. The organic layer is dried over MgSO4... Starting materials: N1=C(C=CC=C1)C1=CC=C(C=C1)NC(\C=C\C1=CC(=CC=C1)C1=CC=C(C=C1)C)=O ((E)-N-[4-(2-pyridyl)phenyl]-3-(4-methylphenyl)cinnamamide), ClC1=CC(=CC=C1)C(=O)OO (3-chloroperbenzoic acid), S(=S)(=O)([O-])[O-].[Na+].[Na+] (sodium thiosulfate). Run in O1CCCC1 (tetrahydrofuran), ClCCl (dichloromethane). Conditions: time 2 day. The product is [O-][N+]1=C(C=CC=C1)C1=CC=C(C=C1)NC(\C=C\C1=CC(=CC=C1)C1=CC=C(C=C1)C)=O ((E)-N-[4-(1-oxidopyridin-2-yl)phenyl]-3-(4-methylphenyl)cinnamamide). The yield is 51.6%. As a reaction SMILES: [N:1]1[CH:6]=[CH:5][CH:4]=[CH:3][C:2]=1[C:7]1[CH:12]=[CH:11][C:10]([NH:13][C:14](=[O:30])/[CH:15]=[CH:16]/[C:17]2[CH:22]=[CH:21][CH:20]=[C:19]([C:23]3[CH:28]=[CH:27][C:26]([CH3:29])=[CH:25][CH:24]=3)[CH:18]=2)=[CH:9][CH:8]=1.ClC1C=CC=C(C(OO)=[O:39])C=1.S([O-])([O-])(=O)=S.[Na+].[Na+]>O1CCCC1.ClCCl>[O-:39][N+:1]1[CH:6]=[CH:5][CH:4]=[CH:3][C:2]=1[C:7]1[CH:8]=[CH:9][C:10]([NH:13][C:14](=[O:30])/[CH:15]=[CH:16]/[C:17]2[CH:22]=[CH:21][CH:20]=[C:19]([C:23]3[CH:28]=[CH:27][C:26]([CH3:29])=[CH:25][CH:24]=3)[CH:18]=2)=[CH:11][CH:12]=1 |f:2.3.4|. Reported procedure: To a solution of (E)-N-[4-(2-pyridyl)phenyl]-3-(4-methylphenyl)cinnamamide (350 mg) in tetrahydrofuran (10 ml) and dichloromethane (30 ml) was added 3-chloroperbenzoic acid (70%, 0.27 g) at 0° C., and the mixture was stirred at room temperature for 2 days. To the reaction mixture was added sodium thiosulfate solution, and the mixture was stirred for a few minutes and extracted with dichloromethane. The organic layer was washed with saturated sodium bicarbonate solution and saturated sodium chlor...